Dataset: the Open Reaction Database (ORD), a public repository of structured organic reaction records. Task: describe an organic reaction: reactants, conditions, products, and yield Starting materials: Cc1cc(CBr)ccc1-c1ccccc1C#N, CCCC(=O)CC(=O)OCC, Cl, [H-], [Na+], C1CCOC1. Product: CCCC(=O)C(Cc1ccc(-c2ccccc2C#N)c(C)c1)C(=O)OCC. RXN SMILES: [Br:14][CH2:15][c:16]1[cH:17][c:18]([CH3:30])[c:19](-[c:22]2[c:23]([C:28]#[N:29])[cH:24][cH:25][cH:26][cH:27]2)[cH:20][cH:21]1.[CH3:3][CH2:4][CH2:5][C:6](=[O:7])[CH2:8][C:9](=[O:10])[O:11][CH2:12][CH3:13].[ClH:31].[H-:1].[Na+:2].[O:32]1[CH2:33][CH2:34][CH2:35][CH2:36]1>>[CH3:3][CH2:4][CH2:5][C:6](=[O:7])[CH:8]([C:9](=[O:10])[O:11][CH2:12][CH3:13])[CH2:15][c:16]1[cH:17][c:18]([CH3:30])[c:19](-[c:22]2[c:23]([C:28]#[N:29])[cH:24][cH:25][cH:26][cH:27]2)[cH:20][cH:21]1. Starting materials: C1=NC=CC2=CC(=CC=C12)C1=CC(=NO1)NC(OCC=C)=O (allyl 5-(isoquinolin-6-yl)isoxazol-3-ylcarbamate), [H-].[Na+] (sodium hydride), CN(C)C=O (DMF), [OH-].[Na+] (NaOH), FC(C1=CC=C(C[C@@H]2N(S(OC2)(=O)=O)C(=O)OC(C)(C)C)C=C1)(F)F ((S)-tert-butyl 4-(4-(trifluoromethyl)benzyl)-1,2,3-oxathiazolidine-3-carboxylate-2,2-dioxide). Run at time 15 minute. The product is C1=NC=CC2=CC(=CC=C12)C1=CC(=NO1)N(C(OCC=C)=O)C[C@H](CC1=CC=C(C=C1)C(F)(F)F)C (2-Propen-1-yl (5-(6-isoquinolinyl)-3-isoxazolyl)((2S)-2-methyl-3-(4-(trifluoromethyl)phenyl)propyl)carbamate). Isolated yield 51.0%. RXN SMILES: [CH:1]1[C:10]2[C:5](=[CH:6][C:7]([C:11]3[O:15][N:14]=[C:13]([NH:16][C:17](=[O:22])[O:18][CH2:19][CH:20]=[CH2:21])[CH:12]=3)=[CH:8][CH:9]=2)[CH:4]=[CH:3][N:2]=1.[H-].[Na+].[F:25][C:26]([F:49])([F:48])[C:27]1[CH:47]=[CH:46][C:30]([CH2:31][C@H:32]2[CH2:36]OS(=O)(=O)N2C(OC(C)(C)C)=O)=[CH:29][CH:28]=1.[OH-].[Na+].[CH3:52]N(C=O)C>>[CH:1]1[C:10]2[C:5](=[CH:6][C:7]([C:11]3[O:15][N:14]=[C:13]([N:16]([CH2:52][C@@H:32]([CH3:36])[CH2:31][C:30]4[CH:29]=[CH:28][C:27]([C:26]([F:25])([F:48])[F:49])=[CH:47][CH:46]=4)[C:17](=[O:22])[O:18][CH2:19][CH:20]=[CH2:21])[CH:12]=3)=[CH:8][CH:9]=2)[CH:4]=[CH:3][N:2]=1 |f:1.2,4.5|. Reported procedure: To a solution of allyl 5-(isoquinolin-6-yl)isoxazol-3-ylcarbamate (0.030 g, 0.10 mmol) in 1 mL of DMF was added sodium hydride (0.0049 g, 0.20 mmol). After 15 minutes, (S)-tert-butyl 4-(4-(trifluoromethyl)benzyl)-1,2,3-oxathiazolidine-3-carboxylate-2,2-dioxide (0.077 g, 0.20 mmol) (prepared as shown in Scheme 1) was added. The mixture was stirred for 30 minutes. The solvent was removed under reduced pressure and the residue was taken up in 5 mL of EtOAc. 5 mL of 10% aq. HCl was then added and th... Starting materials: Brc1nccs1, CN1CC2CCN(c3ccc(N4CCNCC4)cc3)C2C1, CC(C)(C)[O-], Cc1ccccc1, [Na+], O=C(C=Cc1ccccc1)C=Cc1ccccc1, O=C(C=Cc1ccccc1)C=Cc1ccccc1, O=C(C=Cc1ccccc1)C=Cc1ccccc1, O, [Pd], [Pd], c1ccc(P(c2ccccc2)c2ccc3ccccc3c2-c2c(P(c3ccccc3)c3ccccc3)ccc3ccccc23)cc1. The product is CN1CC2CCN(c3ccc(N4CCN(c5nccs5)CC4)cc3)C2C1. RXN SMILES: [Br:22][c:23]1[s:24][cH:25][cH:26][n:27]1.[CH3:1][N:2]1[CH2:3][CH:4]2[N:5]([c:10]3[cH:11][cH:12][c:13]([N:16]4[CH2:17][CH2:18][NH:19][CH2:20][CH2:21]4)[cH:14][cH:15]3)[CH2:6][CH2:7][CH:8]2[CH2:9]1.[CH3:74][C:75]([CH3:76])([O-:77])[CH3:78].[CH3:80][c:81]1[cH:82][cH:83][cH:84][cH:85][cH:86]1.[Na+:79].[O:108]=[C:109]([CH:110]=[CH:111][c:112]1[cH:113][cH:114][cH:115][cH:116][cH:117]1)[CH:118]=[CH:119][c:120]1[cH:121][cH:122][cH:123][cH:124][cH:125]1.[O:126]=[C:127]([CH:128]=[CH:129][c:130]1[cH:131][cH:132][cH:133][cH:134][cH:135]1)[CH:136]=[CH:137][c:138]1[cH:139][cH:140][cH:141][cH:142][cH:143]1.[O:90]=[C:91]([CH:92]=[CH:93][c:94]1[cH:95][cH:96][cH:97][cH:98][cH:99]1)[CH:100]=[CH:101][c:102]1[cH:103][cH:104][cH:105][cH:106][cH:107]1.[OH2:87].[Pd:88].[Pd:89].[cH:28]1[cH:29][cH:30][c:31]([P:32]([c:33]2[cH:34][cH:35][c:36]3[c:37]([cH:38][cH:39][cH:40][cH:41]3)[c:42]2-[c:43]2[c:44]3[c:45]([cH:46][cH:47][cH:48][cH:49]3)[cH:50][cH:51][c:52]2[P:53]([c:54]2[cH:55][cH:56][cH:57][cH:58][cH:59]2)[c:60]2[cH:61][cH:62][cH:63][cH:64][cH:65]2)[c:66]2[cH:67][cH:68][cH:69][cH:70][cH:71]2)[cH:72][cH:73]1>>[CH3:1][N:2]1[CH2:3][CH:4]2[N:5]([c:10]3[cH:11][cH:12][c:13]([N:16]4[CH2:17][CH2:18][N:19]([c:23]5[s:24][cH:25][cH:26][n:27]5)[CH2:20][CH2:21]4)[cH:14][cH:15]3)[CH2:6][CH2:7][CH:8]2[CH2:9]1.